From a dataset of the Open Reaction Database (ORD), a public repository of structured organic reaction records. describe an organic reaction: reactants, conditions, products, and yield Reactants: CCN(CC)C(=O)C(Cc1ccc([N+](=O)[O-])cc1)C(=O)NS(=O)(=O)c1ccc2ccccc2c1, CCN, CO. Yields the product CCNC(=O)C(Cc1ccc([N+](=O)[O-])cc1)C(=O)NS(=O)(=O)c1ccc2ccccc2c1. RXN SMILES: [CH2:1]([CH3:2])[N:3]([C:4]([CH:5]([C:6](=[O:7])[NH:8][S:9](=[O:10])(=[O:11])[c:12]1[cH:13][c:14]2[cH:15][cH:16][cH:17][cH:18][c:19]2[cH:20][cH:21]1)[CH2:22][c:23]1[cH:24][cH:25][c:26]([N+:29](=[O:30])[O-:31])[cH:27][cH:28]1)=[O:32])[CH2:33][CH3:34].[CH2:37]([NH2:38])[CH3:39].[CH3:35][OH:36]>>[CH2:1]([CH3:2])[NH:3][C:4]([CH:5]([C:6](=[O:7])[NH:8][S:9](=[O:10])(=[O:11])[c:12]1[cH:13][c:14]2[cH:15][cH:16][cH:17][cH:18][c:19]2[cH:20][cH:21]1)[CH2:22][c:23]1[cH:24][cH:25][c:26]([N+:29](=[O:30])[O-:31])[cH:27][cH:28]1)=[O:32]. Reactants: ClCCl, CCN(C(C)C)C(C)C, Nc1ncc(C2CCC2)s1, O=C(Cl)Oc1ccccc1. Product: O=C(Nc1ncc(C2CCC2)s1)Oc1ccccc1. Reaction SMILES: [CH2:30]([Cl:31])[Cl:32].[CH:11]([N:12]([CH:13]([CH3:14])[CH3:15])[CH2:16][CH3:17])([CH3:18])[CH3:19].[NH2:1][c:2]1[s:3][c:4]([CH:7]2[CH2:8][CH2:9][CH2:10]2)[cH:5][n:6]1.[c:20]1([O:26][C:27](=[O:28])[Cl:29])[cH:21][cH:22][cH:23][cH:24][cH:25]1>>[NH:1]([c:2]1[s:3][c:4]([CH:7]2[CH2:8][CH2:9][CH2:10]2)[cH:5][n:6]1)[C:27]([O:26][c:20]1[cH:21][cH:22][cH:23][cH:24][cH:25]1)=[O:28]. Procedure details: First, 43.7 g of 3,5-dibromo-1H-1,2,4-triazole is introduced into 200 mL of tetrahydrofuran (THF), the resultant mixture is agitated, and 40.4 g of 2-chloro-2,4-difluoroacetophenone is further introduced thereto. Next, 36.3 g of potassium carbonate is introduced to the reaction mixture and the resultant mixture is agitated for 7 hours at room temperature. After the completion of the reaction, the reaction mixture is filtered, washed with 100 mL of tetrahydrofuran (THF), and concentrated at room ... The reactants are C([O-])([O-])=O.[K+].[K+] (potassium carbonate), BrC1=NNC(=N1)Br (3,5-dibromo-1H-1,2,4-triazole), resultant mixture, C1=CC(=C(C=C1F)F)C(=O)CCl (2-chloro-2,4-difluoroacetophenone), resultant mixture. Yield: 86.9%. Product: BrC1=NN(C(=N1)Br)CC(=O)C1=C(C=C(C=C1)F)F (2-(3,5-dibromo-1H-1,2,4-triazol-1-yl)-1-(2,4-difluorophenyl)ethan-1-one). Run in O1CCCC1 (tetrahydrofuran). As a reaction SMILES: [Br:1][C:2]1[N:6]=[C:5]([Br:7])[NH:4][N:3]=1.[CH:8]1[C:13]([F:14])=[CH:12][C:11]([F:15])=[C:10]([C:16]([CH2:18]Cl)=[O:17])[CH:9]=1.C(=O)([O-])[O-].[K+].[K+]>O1CCCC1>[Br:1][C:2]1[N:6]=[C:5]([Br:7])[N:4]([CH2:18][C:16]([C:10]2[CH:9]=[CH:8][C:13]([F:14])=[CH:12][C:11]=2[F:15])=[O:17])[N:3]=1 |f:2.3.4|. The reactants are ClC1=C(C=C(C(=O)N(C)C2=C(C=CC=C2)OC)C=C1)C=1C=NC(=CC1)C#N (4-chloro-3-(6-cyano-pyridin-3-yl)-N-(2-methoxy-phenyl)-N-methyl-benzamide), C(=O)([O-])[O-].[K+].[K+] (K2CO3), CCOC(=O)C (EtOAc), O (water). Solvent: C1CCOC1 (THF), [Li+].[OH-] (LiOH). Conditions: time 48 hour. The product is ClC1=C(C=C(C=C1)C(N(C)C1=C(C=CC=C1)OC)=O)C=1C=CC(=NC1)C(=O)N (5-{2-chloro-5-[(2-methoxy-phenyl)-methyl-carbamoyl]-phenyl}-pyridine-2-carboxylic acid amide). Reaction SMILES: [Cl:1][C:2]1[CH:19]=[CH:18][C:5]([C:6]([N:8]([C:10]2[CH:15]=[CH:14][CH:13]=[CH:12][C:11]=2[O:16][CH3:17])[CH3:9])=[O:7])=[CH:4][C:3]=1[C:20]1[CH:21]=[N:22][C:23]([C:26]#[N:27])=[CH:24][CH:25]=1.C([O-])([O-])=[O:29].[K+].[K+].CCOC(C)=O.O>C1COCC1.[Li+].[OH-]>[Cl:1][C:2]1[CH:19]=[CH:18][C:5]([C:6](=[O:7])[N:8]([C:10]2[CH:15]=[CH:14][CH:13]=[CH:12][C:11]=2[O:16][CH3:17])[CH3:9])=[CH:4][C:3]=1[C:20]1[CH:25]=[CH:24][C:23]([C:26]([NH2:27])=[O:29])=[N:22][CH:21]=1 |f:1.2.3,7.8|. Procedure: To a solution of 4-chloro-3-(6-cyano-pyridin-3-yl)-N-(2-methoxy-phenyl)-N-methyl-benzamide 2-2 (29 mg, 0.077 mmol) in THF (0.5 mL), 1N LiOH (0.5 mL) and K2CO3 (10 mg, 0.073 mmol) were added. After stirring for 48 hrs at room temperature, EtOAc and water were added. The aqueous layer was removed and the organic layer was concentrated, dissolved in MeOH and subjected to preparative LCMS to yield 5-{2-chloro-5-[(2-methoxy-phenyl)-methyl-carbamoyl]-phenyl}-pyridine-2-carboxylic acid amide 24-1. MS (... Starting materials: [OH-].[Na+] (sodium hydroxide), C(C)(C)C1(C(CCC1)=O)C(=O)OC (methyl 1-isopropyl-2-oxocylopentanecarboxylate), ClC1=CC=C(C=O)C=C1 (4-chlorobenzaldehyde), Cl (hydrochloric acid). Run in O (water), CO (methanol). Product: ClC1=CC=C(C=C2C(C(CC2)(C(=O)OC)C(C)C)=O)C=C1 (methyl 3-(4-chlorobenzylidene)-1-(isopropyl)-2-oxocylopentanecarboxylate). As a reaction SMILES: [OH-].[Na+].[CH:3]([C:6]1([C:12]([O:14][CH3:15])=[O:13])[CH2:10][CH2:9][CH2:8][C:7]1=[O:11])([CH3:5])[CH3:4].[Cl:16][C:17]1[CH:24]=[CH:23][C:20]([CH:21]=O)=[CH:19][CH:18]=1.Cl>O.CO>[Cl:16][C:17]1[CH:24]=[CH:23][C:20]([CH:21]=[C:8]2[CH2:9][CH2:10][C:6]([CH:3]([CH3:5])[CH3:4])([C:12]([O:14][CH3:15])=[O:13])[C:7]2=[O:11])=[CH:19][CH:18]=1 |f:0.1|. Reported procedure: To a solution of 4 g of sodium hydroxide in 1000 ml of water were added 21 g of methyl 1-isopropyl-2-oxocylopentanecarboxylate (prepared in Reference Example 2 hereinafter) and a solution of 16 g of 4-chlorobenzaldehyde in 1000 ml of methanol, and the mixture was stirred for 5 hours at room temperature. The reaction mixture was neutralized with diluted hydrochloric acid and the precipitate was collected by filtration. Product 33.6 g (yield, 96.2%) Reactants: COc1cc(CCc2cc(NC(=O)c3ccc(I)cc3)n(C(=O)OC(C)(C)C)n2)cc(OC)c1, ClCCl, O=C(O)C(F)(F)F. Yields the product COc1cc(CCc2cc(NC(=O)c3ccc(I)cc3)[nH]n2)cc(OC)c1. RXN SMILES: [CH3:8][O:9][c:10]1[cH:11][c:12]([CH2:13][CH2:14][c:15]2[n:16][n:17]([C:30]([O:31][C:32]([CH3:33])([CH3:34])[CH3:35])=[O:36])[c:18]([NH:20][C:21]([c:22]3[cH:23][cH:24][c:25]([I:28])[cH:26][cH:27]3)=[O:29])[cH:19]2)[cH:37][c:38]([O:40][CH3:41])[cH:39]1.[Cl:42][CH2:43][Cl:44].[OH:1][C:2]([C:3]([F:4])([F:5])[F:6])=[O:7]>>[CH3:8][O:9][c:10]1[cH:11][c:12]([CH2:13][CH2:14][c:15]2[n:16][nH:17][c:18]([NH:20][C:21]([c:22]3[cH:23][cH:24][c:25]([I:28])[cH:26][cH:27]3)=[O:29])[cH:19]2)[cH:37][c:38]([O:40][CH3:41])[cH:39]1. Reactants: ClCCl, CO, COc1cc(Nc2ncc(C=O)s2)ccc1-n1cnc(C)c1, NC1CCCCC1, C1CCOC1. The product is COc1cc(Nc2ncc(CNC3CCCCC3)s2)ccc1-n1cnc(C)c1. As a reaction SMILES: [CH2:37]([Cl:38])[Cl:39].[CH3:35][OH:36].[CH3:8][O:9][c:10]1[cH:11][c:12]([NH:22][c:23]2[s:24][c:25]([CH:28]=[O:29])[cH:26][n:27]2)[cH:13][cH:14][c:15]1-[n:16]1[cH:17][n:18][c:19]([CH3:21])[cH:20]1.[NH2:1][CH:2]1[CH2:3][CH2:4][CH2:5][CH2:6][CH2:7]1.[O:30]1[CH2:31][CH2:32][CH2:33][CH2:34]1>>[NH:1]([CH:2]1[CH2:3][CH2:4][CH2:5][CH2:6][CH2:7]1)[CH2:28][c:25]1[s:24][c:23]([NH:22][c:12]2[cH:11][c:10]([O:9][CH3:8])[c:15](-[n:16]3[cH:17][n:18][c:19]([CH3:21])[cH:20]3)[cH:14][cH:13]2)[n:27][cH:26]1. The reactants are Cc1ccn(C(=O)O)n1, [Cl-], CCCCNC(=O)NS(=O)(=O)c1ccc(CCN)cc1. Product: CCCNC(=O)NS(=O)(=O)c1ccc(CCN)cc1. RXN SMILES: [CH3:22][c:23]1[cH:24][cH:25][n:26]([C:27]([OH:28])=[O:29])[n:30]1.[Cl-:21].[NH2:1][CH2:2][CH2:3][c:4]1[cH:5][cH:6][c:7]([S:10](=[O:11])(=[O:12])[NH:13][C:14](=[O:15])[NH:16][CH2:17][CH2:18][CH2:19][CH3:20])[cH:8][cH:9]1>>[NH2:1][CH2:2][CH2:3][c:4]1[cH:5][cH:6][c:7]([S:10](=[O:11])(=[O:12])[NH:13][C:14](=[O:15])[NH:16][CH2:17][CH2:18][CH3:19])[cH:8][cH:9]1.